From a dataset of the Open Reaction Database (ORD), a public repository of structured organic reaction records. describe an organic reaction: reactants, conditions, products, and yield Reactants: [Si](C)(C)(C(C)(C)C)O[C@@H]1C=C2C=C[C@@H]([C@@H]([C@H]2[C@H](C1)O)CC[C@@H]1C[C@H](CC(O1)=O)O[Si](C)(C)C(C)(C)C)C ((4R,6R)-6-{2-[(1S,2S,6S,8S,8aR)-1,2,6,7,8,8a-Hexahydro-6-t-butyldimethylsilyloxy-8-hydroxy-2-methyl-1-naphthyl]ethyl}tetrahydro-4-t-butyldimethylsilyloxy-2H-pyran-2-one), CC(C(=O)O)(CC=C)C (2,2-dimethyl-4-pentenoic acid). Product: [Si](C)(C)(C(C)(C)C)O[C@@H]1C=C2C=C[C@@H]([C@@H]([C@H]2[C@H](C1)OC(C(CC=C)(C)C)=O)CC[C@@H]1C[C@H](CC(O1)=O)O[Si](C)(C)C(C)(C)C)C ((4R,6R)-6-{2-[(1S,2S,6S,8S,8aR)-1,2,6,7,8,8a-Hexahydro-6-t-butyldimethylsilyloxy-8-(2,2-dimethyl-4-pentenoyloxy)-2-methyl-1-naphthyl]ethyl}tetrahydro-4-t-butyldimethylsilyloxy-2H-pyran-2-one). The yield is 19.4%. As a reaction SMILES: [Si:1]([O:8][C@H:9]1[CH2:18][C@H:17]([OH:19])[C@H:16]2[C:11]([CH:12]=[CH:13][C@H:14]([CH3:37])[C@@H:15]2[CH2:20][CH2:21][C@H:22]2[O:27][C:26](=[O:28])[CH2:25][C@H:24]([O:29][Si:30]([C:33]([CH3:36])([CH3:35])[CH3:34])([CH3:32])[CH3:31])[CH2:23]2)=[CH:10]1)([C:4]([CH3:7])([CH3:6])[CH3:5])([CH3:3])[CH3:2].[CH3:38][C:39]([CH3:46])([CH2:43][CH:44]=[CH2:45])[C:40](O)=[O:41]>>[Si:1]([O:8][C@H:9]1[CH2:18][C@H:17]([O:19][C:40](=[O:41])[C:39]([CH3:46])([CH3:38])[CH2:43][CH:44]=[CH2:45])[C@H:16]2[C:11]([CH:12]=[CH:13][C@H:14]([CH3:37])[C@@H:15]2[CH2:20][CH2:21][C@H:22]2[O:27][C:26](=[O:28])[CH2:25][C@H:24]([O:29][Si:30]([C:33]([CH3:36])([CH3:35])[CH3:34])([CH3:31])[CH3:32])[CH2:23]2)=[CH:10]1)([C:4]([CH3:5])([CH3:6])[CH3:7])([CH3:3])[CH3:2]. Reported procedure: A procedure similar to that described in Example 3, above, was followed, but using 1.0 g (1.8 mmol) of (4R,6R)-6-{2-[(1S,2S,6S,8S,8aR)-1,2,6,7,8,8a-hexahydro-6-t-butyldimethylsilyloxy-8-hydroxy-2-methyl-1-naphthyl]ethyl}tetrahydro-4-t-butyldimethylsilyloxy-2H-pyran-2-one [prepared as described in Example B, above] and 466 mg (3.6 mmol) of 2,2-dimethyl-4-pentenoic acid, to provide 231 mg of the title compound. Starting materials: [Ba+2], COC(=O)CCC#CCCC(=O)OC, CO, [OH-], [OH-]. Product: COC(=O)CCC#CCCC(=O)O. Reaction SMILES: [Ba+2:16].[C:1](=[O:2])([O:3][CH3:4])[CH2:5][CH2:6][C:7]#[C:8][CH2:9][CH2:10][C:11](=[O:12])[O:13][CH3:14].[CH3:18][OH:19].[OH-:15].[OH-:17]>>[C:1](=[O:2])([O:3][CH3:4])[CH2:5][CH2:6][C:7]#[C:8][CH2:9][CH2:10][C:11](=[O:12])[OH:13]. The reactants are COc1cccc(C=O)c1[N+](=O)[O-], COc1cccc2cnc(N)nc12, CO, [Cl-], [Fe], [NH4+]. Yields the product COc1cccc(C=O)c1N. RXN SMILES: [CH3:14][O:15][c:16]1[c:17]([N+:24]([O-:25])=[O:26])[c:18]([CH:19]=[O:20])[cH:21][cH:22][cH:23]1.[CH3:1][O:2][c:3]1[cH:4][cH:5][cH:6][c:7]2[c:8]1[n:9][c:10]([NH2:11])[n:12][cH:13]2.[CH3:29][OH:30].[Cl-:27].[Fe:31].[NH4+:28]>>[CH3:14][O:15][c:16]1[c:17]([NH2:24])[c:18]([CH:19]=[O:20])[cH:21][cH:22][cH:23]1. Reported procedure: The title compound was synthesized according to the procedure described in example 1 using 2,6-dichloro-quinoline-5-carboxylic acid ((1S,3S)-1-hydroxy-3methyl-cyclohexylmethyl)-amide, DIPEA and (S)-3-dimethylamino-pyrrolidine. 1H NMR (400 MHz, DMSO-d6) δ ppm 8.75 (1H), 7.85 (m, 1H), 7.58 (2H), 7.05 (1H), 4.16 (s, 1H), 4.00 (t, 2H), 3.80 (t, 1H), 3.55 (m, 1H), 3.26 (m, 2H), 2.44 (m, 2H), 2.22 (s, 6H), 2.06 (m, 2H), 1.85 (m, 2H), 1.74-1.76 (m, 5H), 1.27 (t, 1H), 1.07 (t, 1H), 0.83 (d, 3H). m/z: 44... Starting materials: O[C@@]1(C[C@H](CCC1)C)CNC(=O)C=1C=2C=CC(=NC2C=CC1Cl)Cl (2,6-dichloro-quinoline-5-carboxylic acid ((1S,3S)-1-hydroxy-3methyl-cyclohexylmethyl)-amide), CCN(C(C)C)C(C)C (DIPEA), CN([C@@H]1CNCC1)C ((S)-3-dimethylamino-pyrrolidine). As a reaction SMILES: [OH:1][C@@:2]1([CH2:9][NH:10][C:11]([C:13]2[C:14]3[CH:15]=[CH:16][C:17](Cl)=[N:18][C:19]=3[CH:20]=[CH:21][C:22]=2[Cl:23])=[O:12])[CH2:7][CH2:6][CH2:5][C@H:4]([CH3:8])[CH2:3]1.CCN(C(C)C)C(C)C.[CH3:34][N:35]([CH3:41])[C@H:36]1[CH2:40][CH2:39][NH:38][CH2:37]1>>[OH:1][C@@:2]1([CH2:9][NH:10][C:11]([C:13]2[C:14]3[CH:15]=[CH:16][C:17]([N:38]4[CH2:39][CH2:40][C@H:36]([N:35]([CH3:41])[CH3:34])[CH2:37]4)=[N:18][C:19]=3[CH:20]=[CH:21][C:22]=2[Cl:23])=[O:12])[CH2:7][CH2:6][CH2:5][C@H:4]([CH3:8])[CH2:3]1. The product is O[C@@]1(C[C@H](CCC1)C)CNC(=O)C=1C=2C=CC(=NC2C=CC1Cl)N1C[C@H](CC1)N(C)C (6-Chloro-2-(3-(S)-dimethylamino-pyrrolidin-1-yl)-quinoline-5-carboxylic acid ((1S,3S)-1-hydroxy-3-methyl-cyclohexylmethyl)-amide). Reactants: NC=1C2=C(N=CN1)N(C=C2C2=CC(=CC=C2)OCC2=CC=CC=C2)[C@@H]2C[C@H](C2)COS(=O)(=O)C2=CC=C(C=C2)C (trans-toluene-4-sulfonic acid 3-[4-amino-5-(3-benzyloxy-phenyl)-pyrrolo[2,3-d]pyrimidin-7-yl]-cyclobutylmethyl ester), N1CCOCC1 (morpholine). The product is C(C1=CC=CC=C1)OC=1C=C(C=CC1)C1=CN(C=2N=CN=C(C21)N)[C@@H]2C[C@H](C2)CN2CCOCC2 (trans-5-(3-benzyloxy-phenyl)-7-(3-morpholin-4-ylmethyl-cyclobutyl)-7H-pyrrolo[2,3-d]pyrimidin-4-ylamine). As a reaction SMILES: [NH2:1][C:2]1[C:3]2[C:10]([C:11]3[CH:16]=[CH:15][CH:14]=[C:13]([O:17][CH2:18][C:19]4[CH:24]=[CH:23][CH:22]=[CH:21][CH:20]=4)[CH:12]=3)=[CH:9][N:8]([C@H:25]3[CH2:28][C@H:27]([CH2:29]OS(C4C=CC(C)=CC=4)(=O)=O)[CH2:26]3)[C:4]=2[N:5]=[CH:6][N:7]=1.[NH:41]1[CH2:46][CH2:45][O:44][CH2:43][CH2:42]1>>[CH2:18]([O:17][C:13]1[CH:12]=[C:11]([C:10]2[C:3]3[C:2]([NH2:1])=[N:7][CH:6]=[N:5][C:4]=3[N:8]([C@H:25]3[CH2:28][C@H:27]([CH2:29][N:41]4[CH2:46][CH2:45][O:44][CH2:43][CH2:42]4)[CH2:26]3)[CH:9]=2)[CH:16]=[CH:15][CH:14]=1)[C:19]1[CH:24]=[CH:23][CH:22]=[CH:21][CH:20]=1. Reported procedure: A solution of 50 mg (0.09 mmol) of trans-toluene-4-sulfonic acid 3-[4-amino-5-(3-benzyloxy-phenyl)-pyrrolo[2,3-d]pyrimidin-7-yl]-cyclobutylmethyl ester in 1 ml of morpholine (Fluka, Buchs, Switzerland) is stirred at RT for 72 h. The solvent is evaporated to dryness and the residue is purified by flash-chromatography (ethylacetate:methanol:NH4OHaqu.=95:5:1) to provide trans-5-(3-benzyloxy-phenyl)-7-(3-morpholin-4-ylmethyl-cyclobutyl)-7H-pyrrolo[2,3-d]pyrimidin-4-ylamine. Analytical HPLC: tR=9.29 ...